From a dataset of the Open Reaction Database (ORD), a public repository of structured organic reaction records. describe an organic reaction: reactants, conditions, products, and yield Yields the product CCC(C)(C)C(=O)Nc1ccc2c(c1)nc(C(C)(C)CC)n2CC1CCCCC1. RXN SMILES: [CH3:1][C:2]([C:3](=[O:4])[Cl:5])([CH2:6][CH3:7])[CH3:8].[CH3:32][N:33]([c:34]1[cH:35][cH:36][n:37][cH:38][cH:39]1)[CH3:40].[CH3:41][C:42]#[N:43].[CH3:44][CH2:45][O:46][C:47]([CH3:48])=[O:49].[CH:10]1([CH2:16][n:17]2[c:18]([C:27]([CH2:28][CH3:29])([CH3:30])[CH3:31])[n:19][c:20]3[c:21]2[cH:22][cH:23][c:24]([NH2:26])[cH:25]3)[CH2:11][CH2:12][CH2:13][CH2:14][CH2:15]1.[ClH:9]>>[CH3:1][C:2]([C:3](=[O:4])[NH:26][c:24]1[cH:23][cH:22][c:21]2[n:17]([CH2:16][CH:10]3[CH2:11][CH2:12][CH2:13][CH2:14][CH2:15]3)[c:18]([C:27]([CH2:28][CH3:29])([CH3:30])[CH3:31])[n:19][c:20]2[cH:25]1)([CH2:6][CH3:7])[CH3:8]. Starting materials: CCC(C)(C)C(=O)Cl, CN(C)c1ccncc1, CC#N, CCOC(C)=O, CCC(C)(C)c1nc2cc(N)ccc2n1CC1CCCCC1, Cl.